describe an organic reaction: reactants, conditions, products, and yield From a dataset of the Open Reaction Database (ORD), a public repository of structured organic reaction records. Starting materials: C(C)(C)(C)OC(NCCN1CC(CC1)NC(=O)C1=CC2=C(N(C(=N2)NC=2SC3=C(N2)C=CC(=C3)Cl)C)C=C1)=O ([2-(3-{[2-(6-chloro-benzothiazol-2-ylamino)-1-methyl-1H-benzoimidazole-5-carbonyl]-amino}-pyrrolidin-1-yl)-ethyl]-carbamic acid tert-butyl ester). Solvent: Cl (HCl), O1CCOCC1 (dioxane). The product is Cl.Cl.Cl.NCCN1CC(CC1)NC(=O)C1=CC2=C(N(C(=N2)NC=2SC3=C(N2)C=CC(=C3)Cl)C)C=C1 (2-(6-Chloro-benzothiazol-2-ylamino)-1-methyl-1H-benzoimidazole-5-carboxylic acid [1-(2-amino-ethyl)-pyrrolidin-3-yl]amide trihydrochloride). Yield: 323.3%. As a reaction SMILES: C(OC(=O)[NH:7][CH2:8][CH2:9][N:10]1[CH2:14][CH2:13][CH:12]([NH:15][C:16]([C:18]2[CH:38]=[CH:37][C:21]3[N:22]([CH3:36])[C:23]([NH:25][C:26]4[S:27][C:28]5[CH:34]=[C:33]([Cl:35])[CH:32]=[CH:31][C:29]=5[N:30]=4)=[N:24][C:20]=3[CH:19]=2)=[O:17])[CH2:11]1)(C)(C)C>Cl.O1CCOCC1>[ClH:35].[ClH:35].[ClH:35].[NH2:7][CH2:8][CH2:9][N:10]1[CH2:14][CH2:13][CH:12]([NH:15][C:16]([C:18]2[CH:38]=[CH:37][C:21]3[N:22]([CH3:36])[C:23]([NH:25][C:26]4[S:27][C:28]5[CH:34]=[C:33]([Cl:35])[CH:32]=[CH:31][C:29]=5[N:30]=4)=[N:24][C:20]=3[CH:19]=2)=[O:17])[CH2:11]1 |f:3.4.5.6|. Reported procedure: 2-(6-Chloro-benzothiazol-2-ylamino)-1-methyl-1H-benzoimidazole-5-carboxylic acid [1-(2-amino-ethyl)-pyrrolidin-3-yl]amide trihydrochloride (46 mg) was prepared by following General Procedure L starting from [2-(3-{[2-(6-chloro-benzothiazol-2-ylamino)-1-methyl-1H-benzoimidazole-5-carbonyl]-amino}-pyrrolidin-1-yl)-ethyl]-carbamic acid tert-butyl ester (56 mg) in 4M HCl in dioxane (1 mL). Reactants: C1(=CC=CC=C1)C1=NOC(CN1)COS(=O)(=O)C1=CC=C(C)C=C1 (3-phenyl-6-tosyloxymethyl-5,6-dihydro-4H-1,2,4-oxadiazine), C1NCCC2=CC=CC=C12 (1,2,3,4-tetrahydro-isoquinoline), C([O-])([O-])=O.[K+].[K+] (potassium carbonate). Solvent: ClC1=CC=CC=C1 (chlorobenzene). Product: C1(=CC=CC=C1)C1=NOC(CN1C)N1CC2=CC=CC=C2CC1 (3-phenyl-6-(1,2,3,4-tetrahydro-2-isoquinolyl)-methyl-5,6-dihydro-4H-1,2,4-oxadiazine). Reaction SMILES: [C:1]1([C:7]2[NH:12][CH2:11][CH:10](COS(C3C=CC(C)=CC=3)(=O)=O)[O:9][N:8]=2)[CH:6]=[CH:5][CH:4]=[CH:3][CH:2]=1.[CH2:25]1[C:34]2[C:29](=[CH:30][CH:31]=[CH:32][CH:33]=2)[CH2:28][CH2:27][NH:26]1.[C:35](=O)([O-])[O-].[K+].[K+]>ClC1C=CC=CC=1>[C:1]1([C:7]2[N:12]([CH3:35])[CH2:11][CH:10]([N:26]3[CH2:27][CH2:28][C:29]4[C:34](=[CH:33][CH:32]=[CH:31][CH:30]=4)[CH2:25]3)[O:9][N:8]=2)[CH:2]=[CH:3][CH:4]=[CH:5][CH:6]=1 |f:2.3.4|. Reported procedure: To 3.46 g. of 3-phenyl-6-tosyloxymethyl-5,6-dihydro-4H-1,2,4-oxadiazine 1.33 g. of 1,2,3,4-tetrahydro-isoquinoline, 1.38 g. of anhydrous potassium carbonate and 30 ml. of chlorobenzene are added. The reaction mixture is refluxed for 2 hours, whereupon it is decolored and filtered while hot. Upon cooling 1.95 g. of 3-phenyl-6-(1,2,3,4-tetrahydro-2-isoquinolyl)-methyl-5,6-dihydro-4H-1,2,4-oxadiazine are obtained in crystalline form. The product has the same properties as the product of Example 4. ... The reactants are [Si](C1=CC=CC=C1)(C1=CC=CC=C1)(C(C)(C)C)OCC1=C(N=C(O1)C1=CC=CC=C1)COC1=CC=C(C=C1)OCC=1N=C(OC1C)C1=CC=CC=C1 (5-(tert-butyldiphenylsilyloxymethyl)-4-[[4-[(5-methyl-2-phenyl-1,3-oxazol-4-yl)methoxy]phenoxy]methyl]-2-phenyl-1,3-oxazole), O1CCCC1 (tetrahydrofuran), [F-].C(CCC)[N+](CCCC)(CCCC)CCCC (tetrabutylammonium fluoride). Solvent: O (Water). Conditions: time 30 minute. Product: CC1=C(N=C(O1)C1=CC=CC=C1)COC1=CC=C(OCC=2N=C(OC2CO)C2=CC=CC=C2)C=C1 ([4-({4-[(5-methyl-2-phenyl-1,3-oxazol-4-yl)methoxy]phenoxy}methyl)-2-phenyl-1,3-oxazol-5-yl]methanol). Yield: 57.6%. Reaction SMILES: [Si]([O:18][CH2:19][C:20]1[O:24][C:23]([C:25]2[CH:30]=[CH:29][CH:28]=[CH:27][CH:26]=2)=[N:22][C:21]=1[CH2:31][O:32][C:33]1[CH:38]=[CH:37][C:36]([O:39][CH2:40][C:41]2[N:42]=[C:43]([C:47]3[CH:52]=[CH:51][CH:50]=[CH:49][CH:48]=3)[O:44][C:45]=2[CH3:46])=[CH:35][CH:34]=1)(C(C)(C)C)(C1C=CC=CC=1)C1C=CC=CC=1.O1CCCC1.[F-].C([N+](CCCC)(CCCC)CCCC)CCC>O>[CH3:46][C:45]1[O:44][C:43]([C:47]2[CH:48]=[CH:49][CH:50]=[CH:51][CH:52]=2)=[N:42][C:41]=1[CH2:40][O:39][C:36]1[CH:37]=[CH:38][C:33]([O:32][CH2:31][C:21]2[N:22]=[C:23]([C:25]3[CH:26]=[CH:27][CH:28]=[CH:29][CH:30]=3)[O:24][C:20]=2[CH2:19][OH:18])=[CH:34][CH:35]=1 |f:2.3|. Reported procedure: To a mixture of 5-(tert-butyldiphenylsilyloxymethyl)-4-[[4-[(5-methyl-2-phenyl-1,3-oxazol-4-yl)methoxy]phenoxy]methyl]-2-phenyl-1,3-oxazole (1.44 g) and tetrahydrofuran (30 mL) was added tetrabutylammonium fluoride (1M tetrahydrofuran solution, 5 mL) at 0° C., and the mixture was stirred at room temperature for 30 min. Water was added to the reaction mixture and extracted with ethyl acetate. The ethyl acetate layer was washed with saturated brine, dried over anhydrous magnesium sulfate and conce... The reactants are [BH4-], CCOC(=O)c1csc(NC(=O)C(C)C)n1, [Li+], C1CCOC1. The product is CC(C)C(=O)Nc1nc(CO)cs1. As a reaction SMILES: [BH4-:17].[C:1]([CH:2]([CH3:3])[CH3:4])(=[O:5])[NH:6][c:7]1[s:8][cH:9][c:10]([C:12](=[O:13])[O:14][CH2:15][CH3:16])[n:11]1.[Li+:18].[O:19]1[CH2:20][CH2:21][CH2:22][CH2:23]1>>[C:1]([CH:2]([CH3:3])[CH3:4])(=[O:5])[NH:6][c:7]1[s:8][cH:9][c:10]([CH2:12][OH:13])[n:11]1. Starting materials: CN(C)C=O, [H-], CI, O=[N+]([O-])c1ccc(N2CCC(CO)CC2)cc1, [Na+]. Product: COCC1CCN(c2ccc([N+](=O)[O-])cc2)CC1. Reaction SMILES: [CH3:22][N:23]([CH3:24])[CH:25]=[O:26].[H-:20].[I:18][CH3:19].[N+:1](=[O:2])([O-:3])[c:4]1[cH:5][cH:6][c:7]([N:10]2[CH2:11][CH2:12][CH:13]([CH2:16][OH:17])[CH2:14][CH2:15]2)[cH:8][cH:9]1.[Na+:21]>>[N+:1](=[O:2])([O-:3])[c:4]1[cH:5][cH:6][c:7]([N:10]2[CH2:11][CH2:12][CH:13]([CH2:16][O:17][CH3:19])[CH2:14][CH2:15]2)[cH:8][cH:9]1.